Dataset: the Open Reaction Database (ORD), a public repository of structured organic reaction records. Task: describe an organic reaction: reactants, conditions, products, and yield The reactants are C(=O)(O)[O-].[Na+] (NaHCO3), N1CCC(CC1)CO (Piperidin-4-ylmethanol), C(C)(C)(C)[Si](C)(C)Cl (t-butylchlorodimethylsilane), N1C=NC=C1 (imidazole), [OH-].[Na+] (NaOH). Solvent: ClCCl (dichloromethane). Run at time 18 hour. Yields the product [Si](C)(C)(C(C)(C)C)OCC1CCNCC1 (4-((t-butyldimethylsilyloxy)methyl)piperidine). Yield: 95.4%. Reaction SMILES: [NH:1]1[CH2:6][CH2:5][CH:4]([CH2:7][OH:8])[CH2:3][CH2:2]1.[C:9]([Si:13](Cl)([CH3:15])[CH3:14])([CH3:12])([CH3:11])[CH3:10].N1C=CN=C1.C([O-])(O)=O.[Na+].[OH-].[Na+]>ClCCl>[Si:13]([O:8][CH2:7][CH:4]1[CH2:5][CH2:6][NH:1][CH2:2][CH2:3]1)([C:9]([CH3:12])([CH3:11])[CH3:10])([CH3:15])[CH3:14] |f:3.4,5.6|. Reported procedure: Piperidin-4-ylmethanol (2.50 g, 21.7 mmol), t-butylchlorodimethylsilane (4.13 g, 23.9 mmol), and imidazole (1.48 g, 21.7 mmol) were dissolved in dichloromethane (25 mL) and stirred at room temperature for 18 hours. The reaction was added to aqueous NaHCO3 (200 mL, 50% saturated) and extracted with dichloromethane (3×150 mL). The combined organics were dried (MgSO4) and evaporated to give a yellow oil. Silica gel chromatography (gradient elution dichloromethane+2.5% TEA/0-10% methanol) gave a sof... Starting materials: OCC=1C=CC2=C(N(C(=N2)C(=O)OCC)OC)C1 (ethyl 6-(hydroxymethyl)-1-methoxy-1H-benzimidazole-2-carboxylate), Cl (hydrochloric acid). Conditions: time 1 hour. Yields the product Cl.ClCC=1C=CC2=C(N(C=N2)OC)C1 (6-(chloromethyl)-1-methoxy-1H-benzimidazole monohydrochloride). Yield: 79.2%. Reaction SMILES: O[CH2:2][C:3]1[CH:4]=[CH:5][C:6]2[N:10]=[C:9](C(OCC)=O)[N:8]([O:16][CH3:17])[C:7]=2[CH:18]=1.[ClH:19]>>[ClH:19].[Cl:19][CH2:2][C:3]1[CH:4]=[CH:5][C:6]2[N:10]=[CH:9][N:8]([O:16][CH3:17])[C:7]=2[CH:18]=1 |f:2.3|. Reported procedure: (a-5) A mixture of 4.2 parts of ethyl 6-(hydroxymethyl)-1-methoxy-1H-benzimidazole-2-carboxylate and 60 parts of concentrated hydrochloric acid was stirred for 1 hour at reflux temperature. The reaction mixture was concentrated and the residue was crystallized from 2-propanol. The product was filtered off and dried, yielding 3.1 parts (79.2%) of 6-(chloromethyl)-1-methoxy-1H-benzimidazole monohydrochloride; mp. 158° C. (int. 33). Starting materials: CCOC(=O)C(C)(C)c1cc2ccccc2n1C(=O)OC(C)(C)C, ClCCl, O=C(O)C(F)(F)F. Yields the product CCOC(=O)C(C)(C)c1cc2ccccc2[nH]1. RXN SMILES: [CH2:1]([CH3:2])[O:3][C:4](=[O:5])[C:6]([CH3:7])([CH3:8])[c:9]1[n:10]([C:18]([O:19][C:20]([CH3:21])([CH3:22])[CH3:23])=[O:24])[c:11]2[cH:12][cH:13][cH:14][cH:15][c:16]2[cH:17]1.[Cl:25][CH2:26][Cl:27].[F:28][C:29]([F:30])([F:31])[C:32]([OH:33])=[O:34]>>[CH2:1]([CH3:2])[O:3][C:4](=[O:5])[C:6]([CH3:7])([CH3:8])[c:9]1[nH:10][c:11]2[cH:12][cH:13][cH:14][cH:15][c:16]2[cH:17]1. Reactants: C1CCOC1, CC(C)[N-]C(C)C, Fc1cccc2ccccc12, [Li+], CN(C)C=O. The product is O=Cc1ccc2ccccc2c1F. As a reaction SMILES: [CH2:25]1[O:26][CH2:27][CH2:28][CH2:29]1.[CH3:13][CH:14]([N-:15][CH:16]([CH3:17])[CH3:18])[CH3:19].[F:1][c:2]1[cH:3][cH:4][cH:5][c:6]2[cH:7][cH:8][cH:9][cH:10][c:11]12.[Li+:12].[O:20]=[CH:21][N:22]([CH3:23])[CH3:24]>>[F:1][c:2]1[c:3]([CH:21]=[O:20])[cH:4][cH:5][c:6]2[cH:7][cH:8][cH:9][cH:10][c:11]12. Reactants: C(C)(C)N(C(CNC1=C(C=CC=C1)NC1=CC=CC=C1)=O)C1=C(C=CC=C1)OC (N-Isopropyl-N-(2-methoxy-phenyl)-2-(2-phenylamino-phenylamino) acetamide), C(CC(=O)Cl)(=O)Cl (Malonyl dichloride), resultant mixture. Solvent: C1CCOC1 (THF), C1CCOC1 (THF). Conditions: time 8 hour. Product: O=C1CC(N(C2=C(N1CC(=O)N(C1=C(C=CC=C1)OC)C(C)C)C=CC=C2)C2=CC=CC=C2)=O (2-(-2,4-dioxo-5-phenyl-2,3,4,5-tetrahydrobenzo[b][1,4]diazepin-1-yl)-N-isopropyl-N-(2-methoxy-phenyl) acetamide). As a reaction SMILES: [C:1](Cl)(=[O:6])[CH2:2][C:3](Cl)=[O:4].[CH:8]([N:11]([C:29]1[CH:34]=[CH:33][CH:32]=[CH:31][C:30]=1[O:35][CH3:36])[C:12](=[O:28])[CH2:13][NH:14][C:15]1[CH:20]=[CH:19][CH:18]=[CH:17][C:16]=1[NH:21][C:22]1[CH:27]=[CH:26][CH:25]=[CH:24][CH:23]=1)([CH3:10])[CH3:9]>C1COCC1>[O:6]=[C:1]1[N:14]([CH2:13][C:12]([N:11]([CH:8]([CH3:10])[CH3:9])[C:29]2[CH:34]=[CH:33][CH:32]=[CH:31][C:30]=2[O:35][CH3:36])=[O:28])[C:15]2[CH:20]=[CH:19][CH:18]=[CH:17][C:16]=2[N:21]([C:22]2[CH:23]=[CH:24][CH:25]=[CH:26][CH:27]=2)[C:3](=[O:4])[CH2:2]1. Procedure: Malonyl dichloride (0.50 mL) in THF (22 mL) is added dropwise over 35 min to a 0° C. solution of N-Isopropyl-N-(2-methoxy-phenyl)-2-(2-phenylamino-phenylamino) acetamide, prepared as in Part C, (1.90 g, 4.87 mmol) in THF (45 mL) and the resultant mixture allowed to attain RT overnight. The solvents were removed in vacuo and the residue purified by silica gel flash column chromatography using 2% methanol in methylene chlorideas eluent to afford 2-(-2,4-dioxo-5-phenyl-2,3,4,5-tetrahydrobenzo[b][1,...